Dataset: the Open Reaction Database (ORD), a public repository of structured organic reaction records. Task: describe an organic reaction: reactants, conditions, products, and yield Starting materials: α-ethyl-21-hydroxy-19-nor [6,73 H]-pregn-4-ene-3,20-dione, ORG 2058, 7α, 17 α-dimethyl [17α-methyl 3H]-19-nortestosterone, CN(C)NC1=NC(=CS1)C2=CC=C(O2)[N+](=O)[O-] (DMNT), C[C@]12CC[C@@H]3C=4C=CC(=CC4CC[C@H]3[C@@H]1CC[C@@H]2O)O (estradiol), C[C@]12CC[C@H]3[C@H]([C@@H]1CC[C@@H]2O)CCC4=C3C=CC(=C4)O ([3H]E2), [3 H]-triamcinolone acetonide. The product is CC\C(\C1=CC=C(O)C=C1)=C(/C1=CC=C(O)C=C1)\CC (diethylstilbestrol), Steroids. As a reaction SMILES: [CH3:1][C@@:2]12[C@@H:18]([OH:19])[CH2:17][CH2:16][C@H:15]1[C@H:14]1[C@@H:5]([C:6]3[CH:7]=[CH:8][C:9]([OH:20])=[CH:10][C:11]=3[CH2:12][CH2:13]1)[CH2:4][CH2:3]2.CN(NC1SC=C(C2OC([N+]([O-])=O)=CC=2)N=1)C>>[CH3:3][CH2:4]/[C:5](=[C:14](/[CH2:13][CH3:12])\[C:15]1[CH:16]=[CH:17][C:18]([OH:19])=[CH:1][CH:2]=1)/[C:6]1[CH:7]=[CH:8][C:9]([OH:20])=[CH:10][CH:11]=1. Reported procedure: [6,73H] estradiol (40-60) Ci/mmol) ([3H]E2), 7α, 17 α-dimethyl [17α-methyl 3H]-19-nortestosterone (70-85 Ci/mmol) ([3H] DMNT) 16 α-ethyl-21-hydroxy-19-nor [6,73 H]-pregn-4-ene-3,20-dione (40-60 Ci/mmol) (3H! ORG 2058), [3 H]-triamcinolone acetonide (20-40 Ci/mmol) (3H!TA), unlabeled DMNT, and ORG 2058 were obtained from Amersham, Arlington Heights, Ill. Unlabeled TA was obtained from Sigma Chemical Co., St. Louis, Mo., unlabeled diethylstilbestrol (DES) and E2 were obtained from Steroids, Wilton... Starting materials: ClC=1C=C(C=NO)C=CC1Cl (3,4-dichlorobenzaldehyde oxime), ClN1C(CCC1=O)=O (N-chlorosuccinimide). Run in CN(C=O)C (dimethylformamide), O (water). Reaction conditions: temperature 30 celsius, time 2 hour. Product: ClC=1C=C(C=CC1Cl)C(=NO)Cl (3,4-dichloro-N-hydroxybenzenecarboximidoyl chloride). The yield is 132.7%. As a reaction SMILES: [Cl:1][C:2]1[CH:3]=[C:4]([CH:8]=[CH:9][C:10]=1[Cl:11])[CH:5]=[N:6][OH:7].[Cl:12]N1C(=O)CCC1=O>CN(C)C=O.O>[Cl:1][C:2]1[CH:3]=[C:4]([C:5]([Cl:12])=[N:6][OH:7])[CH:8]=[CH:9][C:10]=1[Cl:11]. Procedure details: The title compound of Step A (3.7 g) was dissolved in 100 mL of dimethylformamide and 2.6 g of N-chlorosuccinimide was added. The reaction mixture was stirred at about 30° C. for 2 h and then at room temperature overnight. The mixture was diluted with 200 mL of water and extracted with three 100 mL portions of diethyl ether. The combined organic extracts were dried (MgSO4), filtered, and concentrated to give 5.8 g of the title compound of Step B as an oil. 1H NMR (CDCl3): δ 10.41 (s,1H), 7.95 (d... Reactants: CCN(C(C)C)C(C)C, C1CCOC1, COC(=O)CCC(=O)Cl, ClCCl, Nc1ccc(-c2nc3ccc(C4(c5ccccc5)CC4)nc3s2)c(F)c1. RXN SMILES: [CH2:27]([N:28]([CH:29]([CH3:30])[CH3:31])[CH:32]([CH3:33])[CH3:34])[CH3:35].[CH2:45]1[O:46][CH2:47][CH2:48][CH2:49]1.[Cl:36][C:37]([CH2:38][CH2:39][C:40](=[O:41])[O:42][CH3:43])=[O:44].[Cl:50][CH2:51][Cl:52].[F:1][c:2]1[cH:3][c:4]([NH2:26])[cH:5][cH:6][c:7]1-[c:8]1[s:9][c:10]2[n:11][c:12]([C:17]3([c:20]4[cH:21][cH:22][cH:23][cH:24][cH:25]4)[CH2:18][CH2:19]3)[cH:13][cH:14][c:15]2[n:16]1>>[F:1][c:2]1[cH:3][c:4]([NH:26][C:37]([CH2:38][CH2:39][C:40](=[O:41])[O:42][CH3:43])=[O:44])[cH:5][cH:6][c:7]1-[c:8]1[s:9][c:10]2[n:11][c:12]([C:17]3([c:20]4[cH:21][cH:22][cH:23][cH:24][cH:25]4)[CH2:18][CH2:19]3)[cH:13][cH:14][c:15]2[n:16]1. Yields the product COC(=O)CCC(=O)Nc1ccc(-c2nc3ccc(C4(c5ccccc5)CC4)nc3s2)c(F)c1. The reactants are C(C)OC(=O)C1=NC(=NC(=C1)CC)SC (6-ethyl-2-methylsulfanyl-pyrimidine-4-carboxylic acid ethyl ester), Cl (HCl). Run in C(C)O (ethanol), C1CCOC1 (THF), [Li+].[OH-] (LiOH). Reaction conditions: time 12 hour. Yields the product C(C)C1=CC(=NC(=N1)SC)C(=O)O (6-ethyl-2-methylsulfanyl-pyrimidine-4-carboxylic acid). Isolated yield 98.6%. Reaction SMILES: C([O:3][C:4]([C:6]1[CH:11]=[C:10]([CH2:12][CH3:13])[N:9]=[C:8]([S:14][CH3:15])[N:7]=1)=[O:5])C.Cl>C(O)C.C1COCC1.[Li+].[OH-]>[CH2:12]([C:10]1[N:9]=[C:8]([S:14][CH3:15])[N:7]=[C:6]([C:4]([OH:5])=[O:3])[CH:11]=1)[CH3:13] |f:4.5|. Procedure details: To a solution of 6-ethyl-2-methylsulfanyl-pyrimidine-4-carboxylic acid ethyl ester (590 mg, 2.61 mmol) in ethanol (12 mL) and THF (12 mL), 2M aq. LiOH (4 mL) is added. The mixture is stirred for 12 h at rt before neutralizing with 1N aq. HCl. The aq. solution is extracted 3 times with ethylacetate and the combined org. layers are evaporated to dryness to give 510 mg of 6-ethyl-2-methylsulfanyl-pyrimidine-4-carboxylic acid as a white solid; LC-MS: tR=0.75 min, [M+H]+=199.02. Reactants: BrC1=C(OC(C2CNCCO2)C2=CC=CC=C2)C=CC=C1 (2-[(2-Bromo-phenoxy)-phenyl-methyl]-morpholine), solution, C1(=CC=CC=C1)C (toluene), C1(=CC=CC=C1)C (toluene). The solvent is COCCO[AlH2-]OCCOC.[Na+] (Red-Al). Run at temperature 2.5 celsius, time 2.5 hour. Yields the product N1CCOCC1 (morpholine), C1(=CC=CC=C1)C(C1CNCCO1)OC1=C(C=CC=C1)C=C (2-[Phenyl-(2-vinyl-phenoxy)-methyl]-morpholine), oil. Yield: 63.0%. Reaction SMILES: Br[C:2]1[CH:21]=[CH:20][CH:19]=[CH:18][C:3]=1[O:4][CH:5]([C:12]1[CH:17]=[CH:16][CH:15]=[CH:14][CH:13]=1)[CH:6]1[O:11][CH2:10][CH2:9][NH:8][CH2:7]1.[C:22]1(C)C=CC=C[CH:23]=1>COCCO[AlH2-]OCCOC.[Na+]>[NH:8]1[CH2:9][CH2:10][O:11][CH2:6][CH2:7]1.[C:12]1([CH:5]([O:4][C:3]2[CH:18]=[CH:19][CH:20]=[CH:21][C:2]=2[CH:22]=[CH2:23])[CH:6]2[O:11][CH2:10][CH2:9][NH:8][CH2:7]2)[CH:17]=[CH:16][CH:15]=[CH:14][CH:13]=1 |f:2.3|. Reported procedure: To a solution of morpholinone 2 (0.255 g, 0.825 mmol) in toluene (10 mL), Red-Al (65% solution in toluene (0.8 mL, 2.55 mmol), was added dropwise at 0° C. over 20 min. The reaction mixture was stirred at 0-5° C. for 2.5 h. Excess Red-Al was destroyed by dropwise addition of 2 M NaOH solution (2.7 mL). The layers were separated and the aqueous layer was diluted with water (20 mL) and extracted with toluene (2×15 mL). The combined organic extract was washed with brine and dried over anhydrous Na2S... The reactants are 1,2,3,4-tetrahydro-1-phenyl-6,7-dimethoxyisoquinolinyl, 7-[N-3-(4-fluorophenyl)propionyl]amino-4,4-diphenylheptan-1-al, C(#N)[BH3-].[Na+] (sodium cyanoborohydride), C1(CC1)C(=O)Cl (cyclopropylcarbonyl chloride), C1(CC1)C1NCCC2=CC(=C(C=C12)OC)OC (1,2,3,4-tetrahydro-1-cyclopropyl-6,7-dimethoxy- isoquinoline), C(C1=CC=CC=C1)(=O)Cl (benzoyl chloride). The product is C1(=CC=CC=C1)C1NCCC2=CC(=C(C=C12)OC)OC (1,2,3,4-Tetrahydro-1-phenyl-6,7-dimethoxyisoquinoline), desired product. As a reaction SMILES: [CH:1]1([CH:4]2[C:13]3[C:8](=[CH:9][C:10]([O:16][CH3:17])=[C:11]([O:14][CH3:15])[CH:12]=3)[CH2:7][CH2:6][NH:5]2)[CH2:3][CH2:2]1.[C:18](Cl)(=O)[C:19]1C=CC=C[CH:20]=1.C1(C(Cl)=O)CC1.C([BH3-])#N.[Na+]>>[C:1]1([CH:4]2[C:13]3[C:8](=[CH:9][C:10]([O:16][CH3:17])=[C:11]([O:14][CH3:15])[CH:12]=3)[CH2:7][CH2:6][NH:5]2)[CH:3]=[CH:2][CH:20]=[CH:19][CH:18]=1 |f:3.4|. Procedure details: 1,2,3,4-Tetrahydro-1-phenyl-6,7-dimethoxyisoquinoline was prepared by a procedure analogous to that described in example 4 for 1,2,3,4-tetrahydro-1-cyclopropyl-6,7-dimethoxy- isoquinoline but substituting in the first step benzoyl chloride for cyclopropylcarbonyl chloride. The 1,2,3,4-tetrahydro-1-phenyl-6,7-dimethoxyisoquinolinyl was reacted with 7-[N-3-(4-fluorophenyl)propionyl]amino-4,4-diphenylheptan-1-al in the presence of sodium cyanoborohydride as described in example 1 to give the desire... The reactants are CC1(CC=C(C=2C=C(C=CC12)C#CC1=CC=C(C(=O)OCC)C=C1)C(C)(C)C)C (ethyl 4-[(7,8-dihydro-8,8-dimethyl-5-(1,1-dimethylethyl)naphth-3-yl)ethynyl]benzoate), CC1(CC=C(C=2C=C(C=CC12)C#CC1=CC=C(C(=O)OCC)C=C1)C(C)(C)C)C (ethyl 4-[(7,8-dihydro-8,8-dimethyl-5-(1,1-dimethylethyl)naphth-3-yl)ethynyl]benzoate), [Li+].[OH-].[H][H] (LiOH H2). Solvent: C1CCOC1.O (THF water). Yields the product CC1(CC=C(C=2C=C(C=CC12)C#CC1=CC=C(C(=O)O)C=C1)C(C)(C)C)C (4-[(7,8-dihydro-8,8-dimethyl-5-(1,1-dimethylethyl)naphth-3-yl)ethynyl]benzoic acid). Reaction SMILES: [CH3:1][C:2]1([CH3:29])[C:11]2[CH:10]=[CH:9][C:8]([C:12]#[C:13][C:14]3[CH:24]=[CH:23][C:17]([C:18]([O:20]CC)=[O:19])=[CH:16][CH:15]=3)=[CH:7][C:6]=2[C:5]([C:25]([CH3:28])([CH3:27])[CH3:26])=[CH:4][CH2:3]1.[Li+].[OH-].[H][H]>C1COCC1.O>[CH3:1][C:2]1([CH3:29])[C:11]2[CH:10]=[CH:9][C:8]([C:12]#[C:13][C:14]3[CH:15]=[CH:16][C:17]([C:18]([OH:20])=[O:19])=[CH:23][CH:24]=3)=[CH:7][C:6]=2[C:5]([C:25]([CH3:28])([CH3:27])[CH3:26])=[CH:4][CH2:3]1 |f:1.2.3,4.5|. Procedure details: A solution of 24.0 mg (0.06 mmol) of ethyl 4-[(7,8-dihydro-8,8-dimethyl-5-(1,1-dimethylethyl)naphth-3-yl)ethynyl]benzoate (Compound 71) and 6.5 mg (0.16 mmol) of LiOH-H2 0 in 3 mL THF/water (3:1, v/v) was stirred overnight (22 hours) at room temperature. The reaction mixture was extracted with Et2O and the layers were separated. The aqueous layer was acidified with HCl (1M aqueous solution) and then extracted with EtOAc. The organic phase was dried over Na2 SO4 and concentrated in vacuo to give ... Reaction SMILES: [CH3:1][c:2]1[c:3]([C:7](=[O:8])[OH:9])[s:4][cH:5][cH:6]1.[F:10][c:11]1[cH:12][c:13]([CH2:14][NH2:15])[cH:16][cH:17][cH:18]1>>[CH3:1][c:2]1[c:3]([C:7](=[O:9])[NH:15][CH2:14][c:13]2[cH:12][c:11]([F:10])[cH:18][cH:17][cH:16]2)[s:4][cH:5][cH:6]1. Reactants: Cc1ccsc1C(=O)O, NCc1cccc(F)c1. The product is Cc1ccsc1C(=O)NCc1cccc(F)c1. Product: C(C)(C)(C)[C@@H]1CC[C@H](CC1)NC1CCC2=CC(=CC=C12)C(=O)OC (methyl 1-[(trans-4-tert-butylcyclohexyl)amino]indane-5-carboxylate). Starting materials: BrC=1C=C2CCC(C2=CC1)N[C@@H]1CC[C@H](CC1)C(C)(C)C ((5-Bromo-2,3-dihydro-1H-inden-1-yl)(trans-4-tert-butylcyclohexyl)amine), carboxylic acid, C[Si](C)(C)C=[N+]=[N-] ((trimethylsilyl)diazomethane), C(CCC)[Li] (n-Butyl lithium), C(=O)=O (dry ice). RXN SMILES: Br[C:2]1[CH:3]=[C:4]2[C:8](=[CH:9][CH:10]=1)[CH:7]([NH:11][C@H:12]1[CH2:17][CH2:16][C@H:15]([C:18]([CH3:21])([CH3:20])[CH3:19])[CH2:14][CH2:13]1)[CH2:6][CH2:5]2.C([Li])CCC.[C:27](=[O:29])=[O:28].[CH3:30][Si](C=[N+]=[N-])(C)C>C1(C)C=CC=CC=1.C1COCC1.CO.C(Cl)Cl>[C:18]([C@H:15]1[CH2:16][CH2:17][C@H:12]([NH:11][CH:7]2[C:8]3[C:4](=[CH:3][C:2]([C:27]([O:29][CH3:30])=[O:28])=[CH:10][CH:9]=3)[CH2:5][CH2:6]2)[CH2:13][CH2:14]1)([CH3:21])([CH3:20])[CH3:19] |f:6.7|. Reported procedure: (5-Bromo-2,3-dihydro-1H-inden-1-yl)(trans-4-tert-butylcyclohexyl)amine (1.20 g, 3.42 mmol) was dried azeotropically from dry THF in toluene (3×) and kept under high vacuum for 2 h before use. It was then dissolved in anhydrous THF (20 mL) and cooled to −78° C. n-Butyl lithium (1.6 M solution in Hexane, 8.40 mL, 13.68 mmol) was added over 15 min. After stirring at −78° C. for 30 min, excess dry ice cubes were then added. The reaction mixture was allowed to warm up slowly and then quenched at −20°... Conditions: temperature -78 celsius, time 2 hour. Solvent: C1(=CC=CC=C1)C (toluene), C1CCOC1 (THF), CO.C(Cl)Cl (MeOH DCM), C1CCOC1 (THF).